Dataset: the Open Reaction Database (ORD), a public repository of structured organic reaction records. Task: describe an organic reaction: reactants, conditions, products, and yield Reactants: CC1CC(=O)CC(=O)C1, N, c1ccccc1. Yields the product CC1CC(=O)C=C(N)C1. RXN SMILES: [CH3:1][CH:2]1[CH2:3][C:4](=[O:9])[CH2:5][C:6](=[O:8])[CH2:7]1.[NH3:10].[cH:11]1[cH:12][cH:13][cH:14][cH:15][cH:16]1>>[CH3:1][CH:2]1[CH2:3][C:4](=[O:9])[CH:5]=[C:6]([NH2:10])[CH2:7]1. Solvent: CO (methanol). As a reaction SMILES: [C:1]([C:5]1[S:9][C:8]([C:10](OCC)=[O:11])=[N:7][N:6]=1)([CH3:4])([CH3:3])[CH3:2].[BH4-].[Na+].[Cl-].[Na+].Cl>CO>[C:1]([C:5]1[S:9][C:8]([CH2:10][OH:11])=[N:7][N:6]=1)([CH3:4])([CH3:2])[CH3:3] |f:1.2,3.4|. The product is C(C)(C)(C)C1=NN=C(S1)CO ((5-tert-butyl-[1,3,4]thiadiazol-2-yl)methanol). The yield is 99.7%. Reported procedure: 1 g (4.67 mmol) of ethyl 5-tert-butyl-1,3,4-thiadiazole-2-carboxylate is dissolved in 45 mL of methanol and 0.353 g (9.33 mmol) of sodium borohydride is added portionwise, with stirring, at room temperature. The medium is stirred for 1 hour at room temperature and then concentrated under vacuum. The residue obtained is taken up in aqueous solution saturated with sodium chloride. The aqueous solution is brought to ph 7 by slowly adding, with stirring, aqueous 1N hydrochloric acid solution. After ... Starting materials: Cl (hydrochloric acid), C(C)(C)(C)C1=NN=C(S1)C(=O)OCC (ethyl 5-tert-butyl-1,3,4-thiadiazole-2-carboxylate), [Cl-].[Na+] (sodium chloride), [BH4-].[Na+] (sodium borohydride). Reactants: [Br-], CCCCOc1ccc(C[P+](c2ccccc2)(c2ccccc2)c2ccccc2)cc1, CC(C)(C)[O-], O=CC1CN2CCC1CC2, [K+], C1CCOC1, O. Yields the product CCCCOc1ccc(C=CC2CN3CCC2CC3)cc1. Reaction SMILES: [Br-:7].[CH2:8]([CH2:9][CH2:10][CH3:11])[O:12][c:13]1[cH:14][cH:15][c:16]([CH2:17][P+:18]([c:19]2[cH:20][cH:21][cH:22][cH:23][cH:24]2)([c:25]2[cH:26][cH:27][cH:28][cH:29][cH:30]2)[c:31]2[cH:32][cH:33][cH:34][cH:35][cH:36]2)[cH:37][cH:38]1.[CH3:1][C:2]([CH3:3])([O-:4])[CH3:5].[CH:39](=[O:40])[CH:41]1[CH2:42][N:43]2[CH2:44][CH2:45][CH:46]1[CH2:47][CH2:48]2.[K+:6].[O:50]1[CH2:51][CH2:52][CH2:53][CH2:54]1.[OH2:49]>>[CH2:8]([CH2:9][CH2:10][CH3:11])[O:12][c:13]1[cH:14][cH:15][c:16]([CH:17]=[CH:39][CH:41]2[CH2:42][N:43]3[CH2:44][CH2:45][CH:46]2[CH2:47][CH2:48]3)[cH:37][cH:38]1. Reactants: ClC1=NC(=CC=C1)C(F)(F)F (2-chloro-6-trifluoromethylpyridine), COC1=CC=C(C=C1)O (4-methoxyphenol), [OH-].[K+] (potassium hydroxide), C(OC)COC (monoglyme). The solvent is CN(P(=O)(N(C)C)N(C)C)C (hexamethylphosphoramide), O (water). Yields the product FC(C1=NC(=CC=C1)OC1=CC=C(C=C1)OC)(F)F (2-trifluoromethyl-6-(4-methoxyphenoxy)pyridine). Isolated yield 94.3%. As a reaction SMILES: Cl[C:2]1[CH:7]=[CH:6][CH:5]=[C:4]([C:8]([F:11])([F:10])[F:9])[N:3]=1.[CH3:12][O:13][C:14]1[CH:19]=[CH:18][C:17]([OH:20])=[CH:16][CH:15]=1.[OH-].[K+].C(COC)OC>O.CN(C)P(N(C)C)(N(C)C)=O>[F:9][C:8]([F:11])([F:10])[C:4]1[CH:5]=[CH:6][CH:7]=[C:2]([O:20][C:17]2[CH:18]=[CH:19][C:14]([O:13][CH3:12])=[CH:15][CH:16]=2)[N:3]=1 |f:2.3|. Procedure: A mixture comprising 90.5 grams (0.5 mole) of 2-chloro-6-trifluoromethylpyridine, 65 grams (0.55 mole) of 4-methoxyphenol and 36.4 grams (0.55 mole) of 85 percent potassium hydroxide was stirred in 1 liter of a 1:1 mixture of monoglyme and hexamethylphosphoramide for 1 hour at room temperature and thereafter heated overnight at reflux. The resulting mixture was diluted with water and extracted with hexane. The hexane extract was washed with a dilute sodium hydroxide solution followed by water wa... Starting materials: BrCc1cccc(Br)c1, CC(=O)[O-], CCO, FC(F)(F)c1ccc2c(c1)NCCC2, [Na+], O. Yields the product FC(F)(F)c1ccc2c(c1)N(Cc1cccc(Br)c1)CCC2. Reaction SMILES: [Br:1][c:2]1[cH:3][c:4]([CH2:8][Br:9])[cH:5][cH:6][cH:7]1.[CH3:25][C:26](=[O:27])[O-:28].[CH3:29][CH2:30][OH:31].[F:10][C:11]([c:12]1[cH:13][cH:14][c:15]2[c:20]([cH:21]1)[NH:19][CH2:18][CH2:17][CH2:16]2)([F:22])[F:23].[Na+:24].[OH2:32]>>[Br:1][c:2]1[cH:3][c:4]([CH2:8][N:19]2[CH2:18][CH2:17][CH2:16][c:15]3[cH:14][cH:13][c:12]([C:11]([F:10])([F:22])[F:23])[cH:21][c:20]32)[cH:5][cH:6][cH:7]1. Reactants: compound, IC1=C(SC=2C=CC3=C(C2C1=O)C=CC=C3)C (2-Iodo-3-methyl-1H-benzo[f]thiochromen-1-one), C1(=CC=CC=C1)B(O)O (phenylboronic acid), C([O-])([O-])=O.[K+].[K+] (potassium carbonate). The reagents and catalysts are [Pd].ClP(C1=CC=CC=C1)(C1=CC=CC=C1)(C1=CC=CC=C1)Cl (dichloro triphenylphosphine palladium). The solvent is O (water), CN(C=O)C (dimethylformamide), O (water). Yields the product CC=1SC=2C=CC3=C(C2C(C1C1=CC=CC=C1)=O)C=CC=C3 (3-Methyl-2-phenyl-1H-benzo[f]thiochromen-1-one). Isolated yield 93.0%. Reaction SMILES: I[C:2]1[C:11](=[O:12])[C:10]2[C:9]3[CH:13]=[CH:14][CH:15]=[CH:16][C:8]=3[CH:7]=[CH:6][C:5]=2[S:4][C:3]=1[CH3:17].[C:18]1(B(O)O)[CH:23]=[CH:22][CH:21]=[CH:20][CH:19]=1.C(=O)([O-])[O-].[K+].[K+]>CN(C)C=O.O.[Pd].ClP(Cl)(C1C=CC=CC=1)(C1C=CC=CC=1)C1C=CC=CC=1>[CH3:17][C:3]1[S:4][C:5]2[CH:6]=[CH:7][C:8]3[CH:16]=[CH:15][CH:14]=[CH:13][C:9]=3[C:10]=2[C:11](=[O:12])[C:2]=1[C:18]1[CH:23]=[CH:22][CH:21]=[CH:20][CH:19]=1 |f:2.3.4,7.8|. Procedure details: The compound (1.0 mmol, 352 mg) obtained in (1) above, dichloro triphenylphosphine palladium (0.03 mmol, 21 mg), phenylboronic acid (1.3 mmol, 159 mg) and potassium carbonate (4.0 mmol, 552 mg) were dissolved in degassed dimethylformamide (3.2 mL) and water (0.8 mL), and the resulting solution was stirred under a nitrogen atmosphere at 80° C. for 4 hours. After the disappearance of the starting materials was confirmed by thin-layer chromatography, water was poured into the reaction solution to t... RXN SMILES: [NH:1]1[CH2:6][CH2:5][CH2:4][CH2:3][C:2]1=[N:7][C:8]1[CH:13]=[CH:12][CH:11]=[CH:10][C:9]=1[N:14]1[CH2:19][CH2:18][O:17][CH2:16][CH2:15]1.[C:20](#[N:23])[CH:21]=[CH2:22]>>[C:20]([CH2:21][CH2:22][N:1]1[CH2:6][CH2:5][CH2:4][CH2:3][C:2]1=[N:7][C:8]1[CH:13]=[CH:12][CH:11]=[CH:10][C:9]=1[N:14]1[CH2:15][CH2:16][O:17][CH2:18][CH2:19]1)#[N:23]. Starting materials: N1C(CCCC1)=NC1=C(C=CC=C1)N1CCOCC1 (4-[ 2-(2-piperidinylideneamino)phenyl]morpholine), C(C=C)#N (acrylonitrile). Reported procedure: The product of Example 1 (2.6 g) was reacted at room temperature with excess acrylonitrile (5 ml). The product was recrystallised from ethylacetate to give 4-{2-[1-(2-cyanoethyl)-2-piperidinylideneamino]phenyl}morpholine. (m.p. 148° C.). Product: C(#N)CCN1C(CCCC1)=NC1=C(C=CC=C1)N1CCOCC1 (4-{2-[1-(2-cyanoethyl)-2-piperidinylideneamino]phenyl}morpholine).